Dataset: the Open Reaction Database (ORD), a public repository of structured organic reaction records. Task: describe an organic reaction: reactants, conditions, products, and yield Starting materials: C(CCCCCC)OC1=C(C=C(C(=C1)CBr)OCCCCCCC)CBr (2,5-diheptyloxy-p-xylylene dibromide), C1(=CC=CC=C1)P(C1=CC=CC=C1)C1=CC=CC=C1 (triphenylphosphine), CN(C=O)C (N,N-dimethylformamide), 2,5-diethyl-P-xylylene dibromide, C1(=CC=CC=C1)P(C1=CC=CC=C1)C1=CC=CC=C1 (triphenylphosphine), CN(C=O)C (N,N-dimethylformamide). Yields the product [PH4+] (phosphonium), C(C1=CC=C(C=O)C=C1)=O (terephthalaldehyde). Reaction SMILES: C1([P:7]([C:14]2[CH:19]=[CH:18][CH:17]=[CH:16][CH:15]=2)C2C=CC=CC=2)C=CC=CC=1.[CH2:20]([O:27]C1C=C(CBr)C(OCCCCCCC)=CC=1CBr)CCCCCC.CN(C)[CH:48]=[O:49]>>[PH4+:7].[CH:48](=[O:49])[C:14]1[CH:15]=[CH:16][C:17]([CH:20]=[O:27])=[CH:18][CH:19]=1. Procedure: A phosphonium salt (A) was synthesized by the reaction of 2,5-diethyl-P-xylylene dibromide with triphenylphosphine in an N,N-dimethylformamide solvent, and a phosphonium salt (B) was synthesized by the reaction of 2,5-diheptyloxy-p-xylylene dibromide with triphenylphosphine in an N,N-dimethylformamide solvent. The obtained two phosphonium salts (A) (4.1 parts by weight) and (B) (1.0 part by weight) and terephthalaldehyde (0.8 parts by weight) were dissolved in ethyl alcohol. For a 3-hour polymer...